From a dataset of the Open Reaction Database (ORD), a public repository of structured organic reaction records. describe an organic reaction: reactants, conditions, products, and yield Starting materials: CCS, COc1ccc2c(-c3c(-c4cccc(C)n4)nn4ccccc34)ccnc2c1, [Cl-], [H-], [NH4+], [Na+], CN(C)C=O. Yields the product Cc1cccc(-c2nn3ccccc3c2-c2ccnc3cc(O)ccc23)n1. As a reaction SMILES: [CH2:29]([SH:30])[CH3:31].[CH3:1][O:2][c:3]1[cH:4][cH:5][c:6]2[c:7](-[c:13]3[c:14](-[c:22]4[n:23][c:24]([CH3:28])[cH:25][cH:26][cH:27]4)[n:15][n:16]4[c:17]3[cH:18][cH:19][cH:20][cH:21]4)[cH:8][cH:9][n:10][c:11]2[cH:12]1.[Cl-:34].[H-:32].[NH4+:35].[Na+:33].[O:36]=[CH:37][N:38]([CH3:39])[CH3:40]>>[OH:2][c:3]1[cH:4][cH:5][c:6]2[c:7](-[c:13]3[c:14](-[c:22]4[n:23][c:24]([CH3:28])[cH:25][cH:26][cH:27]4)[n:15][n:16]4[c:17]3[cH:18][cH:19][cH:20][cH:21]4)[cH:8][cH:9][n:10][c:11]2[cH:12]1.